This data is from the Open Reaction Database (ORD), a public repository of structured organic reaction records. The task is: describe an organic reaction: reactants, conditions, products, and yield Starting materials: Cl.CN(C(=O)C=1N=C(N2C1CNCC2)C(F)(F)F)C (N,N-dimethyl-3-(trifluoromethyl)-5,6,7,8-tetrahydro imidazo[1,5-a]pyrazine-1-carboxamide hydrochloride), C([O-])([O-])=O.[K+].[K+] (potassium carbonate). Run in C(C)(=O)OCC (ethyl acetate). Conditions: time 4 hour. The product is CN(C(=O)C=1N=C(N2C1CNCC2)C(F)(F)F)C (N,N-dimethyl-3-(trifluoromethyl)-5,6,7,8-tetrahydroimidazo[1,5-a]pyrazine-1-carboxamide). Isolated yield 95.3%. RXN SMILES: Cl.[CH3:2][N:3]([CH3:19])[C:4]([C:6]1[N:7]=[C:8]([C:15]([F:18])([F:17])[F:16])[N:9]2[CH2:14][CH2:13][NH:12][CH2:11][C:10]=12)=[O:5].C(=O)([O-])[O-].[K+].[K+]>C(OCC)(=O)C>[CH3:2][N:3]([CH3:19])[C:4]([C:6]1[N:7]=[C:8]([C:15]([F:18])([F:16])[F:17])[N:9]2[CH2:14][CH2:13][NH:12][CH2:11][C:10]=12)=[O:5] |f:0.1,2.3.4|. Procedure: N,N-dimethyl-3-(trifluoromethyl)-5,6,7,8-tetrahydro imidazo[1,5-a]pyrazine-1-carboxamide hydrochloride 22b (234 mg, 0.80 mmol) was dissolved in 10 mL of ethyl acetate, followed by addition of potassium carbonate (10 g, 72 mmol). After stirring for 4 hours, the reaction mixture was filtered and the filtrate was concentrated under reduced pressure to obtain crude N,N-dimethyl-3-(trifluoromethyl)-5,6,7,8-tetrahydroimidazo[1,5-a]pyrazine-1-carboxamide 22c (200 mg) as a light yellow solid. The produc... Reactants: Cn1c(C(F)(F)F)cc(=O)n(-c2cc(O)c(Cl)cc2F)c1=O, CC(C)OC(=O)N=NC(=O)OC(C)C, C1CCOC1, COC(=O)C(C)Oc1cccc(CO)c1, c1ccc(P(c2ccccc2)c2ccccc2)cc1. The product is COC(=O)C(C)Oc1cccc(COc2cc(-n3c(=O)cc(C(F)(F)F)n(C)c3=O)c(F)cc2Cl)c1. RXN SMILES: [Cl:1][c:2]1[c:3]([OH:22])[cH:4][c:5](-[n:9]2[c:10](=[O:21])[n:11]([CH3:20])[c:12]([C:16]([F:17])([F:18])[F:19])[cH:13][c:14]2=[O:15])[c:6]([F:8])[cH:7]1.[O:57]=[C:58]([O:59][CH:60]([CH3:61])[CH3:62])[N:63]=[N:64][C:65]([O:66][CH:67]([CH3:68])[CH3:69])=[O:70].[O:71]1[CH2:72][CH2:73][CH2:74][CH2:75]1.[OH:23][CH2:24][c:25]1[cH:26][c:27]([O:28][CH:29]([C:30](=[O:31])[O:32][CH3:33])[CH3:34])[cH:35][cH:36][cH:37]1.[c:38]1([P:39]([c:40]2[cH:41][cH:42][cH:43][cH:44][cH:45]2)[c:46]2[cH:47][cH:48][cH:49][cH:50][cH:51]2)[cH:52][cH:53][cH:54][cH:55][cH:56]1>>[Cl:1][c:2]1[c:3]([O:22][CH2:24][c:25]2[cH:26][c:27]([O:28][CH:29]([C:30](=[O:31])[O:32][CH3:33])[CH3:34])[cH:35][cH:36][cH:37]2)[cH:4][c:5](-[n:9]2[c:10](=[O:21])[n:11]([CH3:20])[c:12]([C:16]([F:17])([F:18])[F:19])[cH:13][c:14]2=[O:15])[c:6]([F:8])[cH:7]1. Reactants: [N+](=O)([O-])C=1C=C(C=CC1)S(=O)(=O)Cl (3-nitrobenzenesulfonyl chloride), NCCCCN1C(=NC=2C(=NC=3C=CC=CC3C21)N)CCCC (1-(4-aminobutyl)-2-butyl-1H-imidazo[4,5-c]quinoline-4-amine). Product: NC1=NC=2C=CC=CC2C2=C1N=C(N2CCCCNS(=O)(=O)C2=CC(=CC=C2)[N+](=O)[O-])CCCC (N1-[4-(4-Amino-2-butyl-1H-imidazo[4,5-c]quinolin-1-yl)butyl]-3-nitro-1-benzenesulfonamide), hydrochloride salt. RXN SMILES: [N+:1]([C:4]1[CH:5]=[C:6]([S:10](Cl)(=[O:12])=[O:11])[CH:7]=[CH:8][CH:9]=1)([O-:3])=[O:2].[NH2:14][CH2:15][CH2:16][CH2:17][CH2:18][N:19]1[C:31]2[C:30]3[CH:29]=[CH:28][CH:27]=[CH:26][C:25]=3[N:24]=[C:23]([NH2:32])[C:22]=2[N:21]=[C:20]1[CH2:33][CH2:34][CH2:35][CH3:36]>>[NH2:32][C:23]1[C:22]2[N:21]=[C:20]([CH2:33][CH2:34][CH2:35][CH3:36])[N:19]([CH2:18][CH2:17][CH2:16][CH2:15][NH:14][S:10]([C:6]3[CH:7]=[CH:8][CH:9]=[C:4]([N+:1]([O-:3])=[O:2])[CH:5]=3)(=[O:12])=[O:11])[C:31]=2[C:30]2[CH:29]=[CH:28][CH:27]=[CH:26][C:25]=2[N:24]=1. Procedure: According to the general method of Example 5, 3-nitrobenzenesulfonyl chloride and 1-(4-aminobutyl)-2-butyl-1H-imidazo[4,5-c]quinoline-4-amine were combined. N1-[4-(4-Amino-2-butyl-1H-imidazo[4,5-c]quinolin-1-yl)butyl]-3-nitro-1-benzenesulfonamide was isolated as the hydrochloride salt (white solid), m.p. 176.0-178.2° C. 1H NMR (300 MHz, DMSO-d6) δ8.70 (very broad s, 2H), 8.49-8.42 (m, 2H), 8.21-8.17 (m, 2H), 8.06 (t, J=5.7 Hz, 1H), 7.88-7.81 (m, 2H), 7.71 (t, J=7.7 Hz, 1H), 7.57 (t, J=7.7 Hz, 1H... Starting materials: CC1=C(C=CC(=C1)[N+](=O)[O-])N=C1NC2(CS1)CCCC2 (2-(2-methyl-4-nitrophenylimino)-3-thia-1-azaspiro[4.4]nonane), C1(CCCCC1)Br (cyclohexyl bromide). Product: CC1=C(C=CC(=C1)[N+](=O)[O-])N=C1N(C2(CS1)CCCC2)C2CCCCC2 (2-(2-methyl-4-nitrophenylimino)-1-cyclohexyl-3-thia-1-azaspiro[4.4]nonane). Reaction SMILES: [CH3:1][C:2]1[CH:7]=[C:6]([N+:8]([O-:10])=[O:9])[CH:5]=[CH:4][C:3]=1[N:11]=[C:12]1[S:16][CH2:15][C:14]2([CH2:20][CH2:19][CH2:18][CH2:17]2)[NH:13]1.[CH:21]1(Br)[CH2:26][CH2:25][CH2:24][CH2:23][CH2:22]1>>[CH3:1][C:2]1[CH:7]=[C:6]([N+:8]([O-:10])=[O:9])[CH:5]=[CH:4][C:3]=1[N:11]=[C:12]1[S:16][CH2:15][C:14]2([CH2:17][CH2:18][CH2:19][CH2:20]2)[N:13]1[CH:21]1[CH2:26][CH2:25][CH2:24][CH2:23][CH2:22]1. Procedure details: 1-Hydroxymethylcyclopentanamine was prepared according to Method B1c. The 2-hydroxyethylamine was sequentially reacted with SOCl2 and 2-methyl-4-nitrophenyl isothiocyanate according to Method C2a to give 2-(2-methyl-4-nitrophenylimino)-3-thia-1-azaspiro[4.4]nonane. The thiazolidine was reacted with cyclohexyl bromide according to Method D2e to give 2-(2-methyl-4-nitrophenylimino)-1-cyclohexyl-3-thia-1-azaspiro[4.4]nonane. Reaction SMILES: [CH3:1][O:2][c:3]1[cH:4][c:5]2[c:10]([cH:11][cH:12]1)[CH2:9][CH:8]([CH:13]1[CH2:14][CH2:15][CH:16]([OH:23])[C:17]1([CH2:18][C:19](=[O:20])[OH:21])[CH3:22])[CH2:7][CH2:6]2.[CH3:24][O:25][C:26]([O:27][CH3:28])([CH3:29])[CH3:30].[CH3:43][OH:44].[OH2:31].[c:32]1([CH3:33])[cH:34][cH:35][c:36]([S:37]([OH:38])(=[O:39])=[O:40])[cH:41][cH:42]1>>[CH3:1][O:2][c:3]1[cH:4][c:5]2[c:10]([cH:11][cH:12]1)[CH2:9][CH:8]([CH:13]1[CH2:14][CH2:15][CH:16]([OH:23])[C:17]1([CH2:18][C:19](=[O:20])[O:21][CH3:24])[CH3:22])[CH2:7][CH2:6]2. Reactants: COc1ccc2c(c1)CCC(C1CCC(O)C1(C)CC(=O)O)C2, COC(C)(C)OC, CO, O, Cc1ccc(S(=O)(=O)O)cc1. Yields the product COC(=O)CC1(C)C(O)CCC1C1CCc2cc(OC)ccc2C1. The reactants are OC1=CC2=C(C(C(O2)=CC2=CC=3OCOC3C=C2)=O)C=C1 (6-hydroxy-2-piperonylidene-3(2H)-benzofuranone), C([O-])([O-])=O.[K+].[K+] (potassium carbonate), CN(C=O)C (dimethylformamide), C(CC)I (propyl iodide). Solvent: C(C)(=O)OCC (ethyl acetate). The product is C(CC)OC1=CC2=C(C(C(O2)=CC2=CC=3OCOC3C=C2)=O)C=C1 (6-propyloxy-2-piperonylidene-3(2H)-benzofuranone). As a reaction SMILES: [OH:1][C:2]1[CH:21]=[CH:20][C:5]2[C:6](=[O:19])[C:7](=[CH:9][C:10]3[CH:18]=[CH:17][C:16]4[O:15][CH2:14][O:13][C:12]=4[CH:11]=3)[O:8][C:4]=2[CH:3]=1.C(=O)([O-])[O-].[K+].[K+].CN(C)C=O.[CH2:33](I)[CH2:34][CH3:35]>C(OCC)(=O)C>[CH2:33]([O:1][C:2]1[CH:21]=[CH:20][C:5]2[C:6](=[O:19])[C:7](=[CH:9][C:10]3[CH:18]=[CH:17][C:16]4[O:15][CH2:14][O:13][C:12]=4[CH:11]=3)[O:8][C:4]=2[CH:3]=1)[CH2:34][CH3:35] |f:1.2.3|. Procedure details: After 6-hydroxy-2-piperonylidene-3(2H)-benzofuranone 1 g and potassium carbonate 1.95 g were added to dimethylformamide 10 ml, propyl iodide 0.59 ml was added, and the mixture was reacted at a temperature of 100° C. for two hours. After the solution was cooled to room temperature, ethyl acetate 200 ml was added. The ethyl acetate solution was washed with water 100 ml twice and a saturated sodium chloride solution 50 ml twice. The ethyl acetate solution was dehydrated with anhydrous magnesium sul... Starting materials: ice water, COC1=CC=C(C(=O)O)C=C1 (4-Methoxybenzoic acid), C(C)NCC (diethylamine), CN(C)C(=[N+](C)C)ON1C2=C(C=CC=C2)N=N1.[B-](F)(F)(F)F (TBTU). Solvent: CN(C)C=O (DMF). Reaction conditions: time 8 hour. The product is C(C)N(C(C1=CC=C(C=C1)OC)=O)CC (N,N-Diethyl-4-methoxybenzamide). RXN SMILES: [CH3:1][O:2][C:3]1[CH:11]=[CH:10][C:6]([C:7]([OH:9])=O)=[CH:5][CH:4]=1.[CH2:12]([NH:14][CH2:15][CH3:16])[CH3:13].CN(C(ON1N=NC2C=CC=CC1=2)=[N+](C)C)C.[B-](F)(F)(F)F>CN(C=O)C>[CH2:12]([N:14]([CH2:15][CH3:16])[C:7](=[O:9])[C:6]1[CH:5]=[CH:4][C:3]([O:2][CH3:1])=[CH:11][CH:10]=1)[CH3:13] |f:2.3|. Procedure: 4-Methoxybenzoic acid (6 g, 39 mmol) was treated with diethylamine (4.45 mL, 43 mmol), TBTU (15 g, 46.8 mmol), disopropylethylamine (10.2 mL, 58.5 mmol) in DMF (40 mL). The mixture was stirred at ambient temperature overnight. The reaction was poured into ice water and the resulting mixture extracted several times with ethyl acetate. The organic layer was washed with a solution of saturated sodium bicarbonate, water and then brine. The organic layer was then dried with sodium sulfate, concentrat... Reactants: O (water), [H-].[Na+] (Sodium hydride), ClC1=CC=C(C(C2=CC=C(C=C2)Cl)=NO)C=C1 (4,4'-dichlorobenzophenone oxime), BrCC(=O)OCC (ethyl bromoacetate). Run in CN(C=O)C (dimethylformamide). Run at time 30 minute. The product is ClC1=CC=C(C=C1)C(C1=CC=C(C=C1)Cl)=NOCC(=O)OCC (ethyl di-(4-chlorophenyl)methyleneamino-oxyacetate). RXN SMILES: [H-].[Na+].[Cl:3][C:4]1[CH:19]=[CH:18][C:7]([C:8](=[N:16][OH:17])[C:9]2[CH:14]=[CH:13][C:12]([Cl:15])=[CH:11][CH:10]=2)=[CH:6][CH:5]=1.Br[CH2:21][C:22]([O:24][CH2:25][CH3:26])=[O:23].O>CN(C)C=O>[Cl:3][C:4]1[CH:5]=[CH:6][C:7]([C:8](=[N:16][O:17][CH2:21][C:22]([O:24][CH2:25][CH3:26])=[O:23])[C:9]2[CH:10]=[CH:11][C:12]([Cl:15])=[CH:13][CH:14]=2)=[CH:18][CH:19]=1 |f:0.1|. Reported procedure: Sodium hydride (0.45 g., 80% w/w suspension in mineral oil) was added gradually to a stirred solution of 4,4'-dichlorobenzophenone oxime (4.0 g.) in dry dimethylformamide (20 ml.) keeping the temperature below 30° C. After 30 minutes, ethyl bromoacetate (1.7 ml.) was added to the stirred solution and the temperature was allowed to rise to 30° C. After 16 hours stirring at ambient temperature the mixture was poured into water (100 ml.) and the subsequent mixture was extracted with ether. The comb... Product: 5,7-dihydroxyoctanoic acid delta-lactone, C(C1=CC=CC=C1)OC(CC1C(CCC1)=O)C (2-(2-benzyloxy-1-propyl) cyclopentanone). The solvent is O1CCCC1 (THF), O1CCCC1 (tetrahydrofuran). Starting materials: C(C1=CC=CC=C1)OC(CCl)C (2-benzyloxy-1-chloropropane), C1(CCCC1)=O (cyclopentanone), C1(CCCC1)=O (cyclopentanone), C(C1=CC=CC=C1)OC(CCl)C (2-benzyloxy-1-chloropropane), [H-].[Na+] (sodium hydride). Reported procedure: 5,7-dihydroxyoctanoic acid delta-lactone was prepared in several steps from cyclopentanone and 2-benzyloxy-1-chloropropane. Thus, alkylation of cyclopentanone was effected by treatment with sodium hydride in tetrahydrofuran (THF) solution to generate the alpha-anion, followed by the dropwise addition of a THF solution of 2-benzyloxy-1-chloropropane. Reaction workup yielded 2-(2-benzyloxy-1-propyl) cyclopentanone. This ketone was treated with peroxy trifluoroacetic acid under Baeyer-Villiger cond... RXN SMILES: [C:1]1(=[O:6])[CH2:5][CH2:4][CH2:3][CH2:2]1.[CH2:7]([O:14][CH:15]([CH3:18])[CH2:16]Cl)[C:8]1[CH:13]=[CH:12][CH:11]=[CH:10][CH:9]=1.[H-].[Na+]>O1CCCC1>[CH2:7]([O:14][CH:15]([CH3:18])[CH2:16][CH:2]1[CH2:3][CH2:4][CH2:5][C:1]1=[O:6])[C:8]1[CH:13]=[CH:12][CH:11]=[CH:10][CH:9]=1 |f:2.3|.